From a dataset of the Open Reaction Database (ORD), a public repository of structured organic reaction records. describe an organic reaction: reactants, conditions, products, and yield Reaction SMILES: CO.[CH2:3](C1C(S(=O)(=O)N)=CC(C(O)=O)=CC=1SCCCC)[C:4]1C=CC=CC=1.[CH2:28]([C:35]1[C:43]([S:44](=[O:47])(=[O:46])[NH2:45])=[CH:42][C:38]([C:39]([OH:41])=[O:40])=[CH:37][C:36]=1[S:48][CH2:49][C:50]1[CH:55]=[CH:54][CH:53]=[CH:52][CH:51]=1)[C:29]1[CH:34]=[CH:33][CH:32]=[CH:31][CH:30]=1>C(O)C>[CH2:28]([C:35]1[C:43]([S:44](=[O:47])(=[O:46])[NH2:45])=[CH:42][C:38]([C:39]([O:41][CH2:3][CH3:4])=[O:40])=[CH:37][C:36]=1[S:48][CH2:49][C:50]1[CH:55]=[CH:54][CH:53]=[CH:52][CH:51]=1)[C:29]1[CH:30]=[CH:31][CH:32]=[CH:33][CH:34]=1. Procedure: By replacing in Example 124, methanol with ethanol and 4-benzyl-3-n-butylthio-5-sulfamylbenzoic acid with 4-benzyl-3-benzylthio-5-sulfamylbenzoic acid and following the procedure described, ethyl 4-benzyl-3-benzylthio-5-sulfamylbenzoate is obtained with a melting point of 108°-110° C. The reactants are CO (methanol), C(C1=CC=CC=C1)C1=C(C=C(C(=O)O)C=C1S(N)(=O)=O)SCCCC (4-benzyl-3-n-butylthio-5-sulfamylbenzoic acid), C(C1=CC=CC=C1)C1=C(C=C(C(=O)O)C=C1S(N)(=O)=O)SCC1=CC=CC=C1 (4-benzyl-3-benzylthio-5-sulfamylbenzoic acid). Solvent: C(C)O (ethanol). Yields the product C(C1=CC=CC=C1)C1=C(C=C(C(=O)OCC)C=C1S(N)(=O)=O)SCC1=CC=CC=C1 (ethyl 4-benzyl-3-benzylthio-5-sulfamylbenzoate). The reactants are NC=1C(=C(C(=O)OC)C=C(C1)Cl)C (methyl 3-amino-5-chloro-2-methylbenzoate), C(C)(=O)[O-].[K+] (potassium acetate), C(C)(=O)OC(C)=O (acetic anhydride), N(=O)OC(C)(C)C (tert-butyl nitrite), C1COCCOCCOCCOCCOCCO1 (18-crown-6). Solvent: C(Cl)(Cl)Cl (chloroform), C(Cl)(Cl)Cl (chloroform). Run at time 12 hour. Yields the product ClC=1C=C(C=2C=NNC2C1)C(=O)OC (methyl 6-chloro-1H-indazole-4-carboxylate). Isolated yield 90.0%. As a reaction SMILES: [NH2:1][C:2]1[C:3]([CH3:13])=[C:4]([CH:9]=[C:10]([Cl:12])[CH:11]=1)[C:5]([O:7][CH3:8])=[O:6].C([O-])(=O)C.[K+].C(OC(=O)C)(=O)C.[N:26](OC(C)(C)C)=O.C1OCCOCCOCCOCCOCCOC1>C(Cl)(Cl)Cl>[Cl:12][C:10]1[CH:9]=[C:4]([C:5]([O:7][CH3:8])=[O:6])[C:3]2[CH:13]=[N:26][NH:1][C:2]=2[CH:11]=1 |f:1.2|. Procedure details: To a stirred solution of methyl 3-amino-5-chloro-2-methylbenzoate (1 equiv.) in chloroform (13 mL per 1 mmol), potassium acetate (1.05 equiv.) and acetic anhydride (2 equiv.) were added and reaction mixture stirred at room temperature for 12 h. After this time, tert-butyl nitrite (4 equiv.) and 18-crown-6 (0.35 equiv.) were added and the reaction stirred again at 65° C. for 3 h. On completion, the reaction mixture was cooled to room temperature, diluted with chloroform (500 mL) and washed with s...